Dataset: the Open Reaction Database (ORD), a public repository of structured organic reaction records. Task: describe an organic reaction: reactants, conditions, products, and yield Product: COc1cc2c(Nc3ccc(Br)cc3F)ncnc2cc1O. Reaction SMILES: [CH2:2]([c:3]1[cH:4][cH:5][cH:6][cH:7][cH:8]1)[O:9][c:10]1[c:11]([O:29][CH3:30])[cH:12][c:13]2[c:14]([NH:20][c:21]3[c:22]([F:28])[cH:23][c:24]([Br:27])[cH:25][cH:26]3)[n:15][cH:16][n:17][c:18]2[cH:19]1.[ClH:1].[F:31][C:32]([F:33])([F:34])[C:35]([OH:36])=[O:37]>>[OH:9][c:10]1[c:11]([O:29][CH3:30])[cH:12][c:13]2[c:14]([NH:20][c:21]3[c:22]([F:28])[cH:23][c:24]([Br:27])[cH:25][cH:26]3)[n:15][cH:16][n:17][c:18]2[cH:19]1. Starting materials: COc1cc2c(Nc3ccc(Br)cc3F)ncnc2cc1OCc1ccccc1, Cl, O=C(O)C(F)(F)F.